Dataset: the Open Reaction Database (ORD), a public repository of structured organic reaction records. Task: describe an organic reaction: reactants, conditions, products, and yield Reactants: CSc1ccc(B(O)O)cc1, CC(C)O, CC(CCOc1c(Br)cnn(-c2ccc(F)c(F)c2)c1=O)O[Si](C)(C)C(C)(C)C, [K+], [K+], [K+], O, O=P([O-])([O-])[O-], Cl[Pd]Cl, c1ccc(P(c2ccccc2)c2ccccc2)cc1, c1ccc(P(c2ccccc2)c2ccccc2)cc1. The product is CSc1ccc(-c2cnn(-c3ccc(F)c(F)c3)c(=O)c2OCCC(C)O[Si](C)(C)C(C)(C)C)cc1. RXN SMILES: [CH3:30][S:31][c:32]1[cH:33][cH:34][c:35]([B:38]([OH:39])[OH:40])[cH:36][cH:37]1.[CH:49]([OH:50])([CH3:51])[CH3:52].[F:1][c:2]1[cH:3][c:4](-[n:9]2[n:10][cH:11][c:12]([Br:29])[c:13]([O:16][CH2:17][CH2:18][CH:19]([CH3:20])[O:21][Si:22]([CH3:23])([CH3:24])[C:25]([CH3:26])([CH3:27])[CH3:28])[c:14]2=[O:15])[cH:5][cH:6][c:7]1[F:8].[K+:46].[K+:47].[K+:48].[OH2:94].[P:41]([O-:42])([O-:43])([O-:44])=[O:45].[Pd:53]([Cl:54])[Cl:55].[c:56]1([P:57]([c:58]2[cH:59][cH:60][cH:61][cH:62][cH:63]2)[c:64]2[cH:65][cH:66][cH:67][cH:68][cH:69]2)[cH:70][cH:71][cH:72][cH:73][cH:74]1.[c:75]1([P:76]([c:77]2[cH:78][cH:79][cH:80][cH:81][cH:82]2)[c:83]2[cH:84][cH:85][cH:86][cH:87][cH:88]2)[cH:89][cH:90][cH:91][cH:92][cH:93]1>>[F:1][c:2]1[cH:3][c:4](-[n:9]2[n:10][cH:11][c:12](-[c:35]3[cH:34][cH:33][c:32]([S:31][CH3:30])[cH:37][cH:36]3)[c:13]([O:16][CH2:17][CH2:18][CH:19]([CH3:20])[O:21][Si:22]([CH3:23])([CH3:24])[C:25]([CH3:26])([CH3:27])[CH3:28])[c:14]2=[O:15])[cH:5][cH:6][c:7]1[F:8].